Dataset: the Open Reaction Database (ORD), a public repository of structured organic reaction records. Task: describe an organic reaction: reactants, conditions, products, and yield Reactants: BrC=1C=CC(=C(NC)C1)[N+](=O)[O-] (5-bromo-N-methyl-2-nitroaniline), O.NN (Hydrazine hydrate). Reagents/catalysts: [Ni] (Raney Nickel). Run in CO (methanol). Reaction conditions: temperature 80 celsius. Product: BrC1=CC=C(C(=C1)NC)N (5-bromo-N1-methylbenzene-1,2-diamine). Reaction SMILES: [Br:1][C:2]1[CH:3]=[CH:4][C:5]([N+:10]([O-])=O)=[C:6]([CH:9]=1)[NH:7][CH3:8].O.NN>CO.[Ni]>[Br:1][C:2]1[CH:9]=[C:6]([NH:7][CH3:8])[C:5]([NH2:10])=[CH:4][CH:3]=1 |f:1.2|. Procedure: 5-bromo-N-methyl-2-nitroaniline (1.5 g) was dissolved in methanol (60 mL) by heating to 80° C. Hydrazine hydrate was added (3.2 mL) followed by Raney Nickel (50% slurry in water, 6 drops) and the reaction mixture was heated to reflux for 1 hour. The reaction mixture was filtered through Celite® and concentrated under reduced pressure, providing 5-bromo-N1-methylbenzene-1,2-diamine as an amber oil. This product was used in the next step without further purification.